Dataset: the Open Reaction Database (ORD), a public repository of structured organic reaction records. Task: describe an organic reaction: reactants, conditions, products, and yield Reactants: ClC=1C=C(C=NC1OC=1C=NC2=CC=CC=C2C1)N (5-chloro-6-(quinolin-3-yloxy)pyridin-3-amine), FC1=C(C=CC(=C1)F)S(=O)(=O)Cl (2,4-difluorobenzene-1-sulfonyl chloride). Product: ClC=1C=C(C=NC1OC=1C=NC2=CC=CC=C2C1)NS(=O)(=O)C1=C(C=C(C=C1)F)F (N-(5-Chloro-6-(quinolin-3-yloxy)pyridin-3-yl)-2,4-difluorobenzenesulfonamide). As a reaction SMILES: [Cl:1][C:2]1[CH:3]=[C:4]([NH2:19])[CH:5]=[N:6][C:7]=1[O:8][C:9]1[CH:10]=[N:11][C:12]2[C:17]([CH:18]=1)=[CH:16][CH:15]=[CH:14][CH:13]=2.[F:20][C:21]1[CH:26]=[C:25]([F:27])[CH:24]=[CH:23][C:22]=1[S:28](Cl)(=[O:30])=[O:29]>>[Cl:1][C:2]1[CH:3]=[C:4]([NH:19][S:28]([C:22]2[CH:23]=[CH:24][C:25]([F:27])=[CH:26][C:21]=2[F:20])(=[O:30])=[O:29])[CH:5]=[N:6][C:7]=1[O:8][C:9]1[CH:10]=[N:11][C:12]2[C:17]([CH:18]=1)=[CH:16][CH:15]=[CH:14][CH:13]=2. Procedure: The title compound was prepared by reacting 5-chloro-6-(quinolin-3-yloxy)pyridin-3-amine (obtained as per procedure described in preparation 1) and 2,4-difluorobenzene-1-sulfonyl chloride. Starting materials: F\C(\C(=O)OCC)=C(/C(OC)OC)\C (ethyl Z-2-fluoro-4,4-dimethoxy-3-methyl-2-butenoate), S(=O)(=O)([O-])[O-].[Na+].[Na+] (sodium sulfate), [H-].C(C(C)C)[Al+]CC(C)C (di-isobutylaluminum hydride), C(C)(=O)OCC (Ethyl acetate). The solvent is O (water), CCCCCC (hexane). Reaction conditions: temperature -75 celsius, time 1 hour. Yields the product F\C(\C=O)=C(/C(OC)OC)\C (Z-2-fluoro-3-methyl-4,4-dimethoxy-2-buten-1-al). As a reaction SMILES: [F:1]/[C:2](=[C:8](/[CH3:14])\[CH:9]([O:12][CH3:13])[O:10][CH3:11])/[C:3](OCC)=[O:4].[H-].C([Al+]CC(C)C)C(C)C.C(OCC)(=O)C.S([O-])([O-])(=O)=O.[Na+].[Na+]>O.CCCCCC>[F:1]/[C:2](=[C:8](/[CH3:14])\[CH:9]([O:10][CH3:11])[O:12][CH3:13])/[CH:3]=[O:4] |f:1.2,4.5.6|. Procedure: 15.8 g. (77 mmol) of ethyl Z-2-fluoro-4,4-dimethoxy-3-methyl-2-butenoate was dissolved in 250 ml. of hexane in a 500 ml. round-bottomed flask fitted with a thermometer, argon inlet and dropping funnel. The resulting mixture was cooled to -75° C. and 63.5 ml. of di-isobutylaluminum hydride (1.45 equivalent of hydrogen) were added slowly thereto. The reaction mixture was stirred for 1 hour. Ethyl acetate (8.8 g., 100 mmol) was added thereto and the reaction mixture was allowed to come to -30° C. A... Reactants: CN1CC=C(c2cc(F)c(Br)cc2F)CC1, [C-]#N, CN(C)C=O. The product is CN1CC=C(c2cc(F)c(C#N)cc2F)CC1. As a reaction SMILES: [Br:1][c:2]1[cH:3][c:4]([F:16])[c:5]([C:9]2=[CH:14][CH2:13][N:12]([CH3:15])[CH2:11][CH2:10]2)[cH:6][c:7]1[F:8].[C-:17]#[N:18].[CH3:19][N:20]([CH3:21])[CH:22]=[O:23]>>[c:2]1([C:17]#[N:18])[cH:3][c:4]([F:16])[c:5]([C:9]2=[CH:14][CH2:13][N:12]([CH3:15])[CH2:11][CH2:10]2)[cH:6][c:7]1[F:8]. The yield is 33.9%. The product is N1=C(C=CC=C1)C1OCCC1 (2-(Pyrid-2-yl)-tetrahydrofuran). The reactants are polyphosphoric acid, CC(CC)(OCCCC(O)C1=NC=CC=C1)C (4-(1,1-dimethylpropoxy)-1-(pyrid-2-yl)-butan-1-ol), C1(=CC=C(C=C1)S(=O)(=O)O)C (para-toluenesulphonic acid), CNC(=S)C1(OCCC1)C1=NC=CC=C1 (N-Methyl-2-(pyrid-2-yl)-tetrahydrofuran-2-carbothioamide). Reaction SMILES: CC(C)(O[CH2:6][CH2:7][CH2:8][CH:9]([C:11]1[CH:16]=[CH:15][CH:14]=[CH:13][N:12]=1)[OH:10])CC.C1(C)C=CC(S(O)(=O)=O)=CC=1.CNC(C1(C2C=CC=CN=2)CCCO1)=S>C1(C)C=CC=CC=1>[N:12]1[CH:13]=[CH:14][CH:15]=[CH:16][C:11]=1[CH:9]1[CH2:8][CH2:7][CH2:6][O:10]1. Reported procedure: A solution of 4-(1,1-dimethylpropoxy)-1-(pyrid-2-yl)-butan-1-ol (122 g) and para-toluenesulphonic acid (107.4 g) in toluene (1000 cc) is kept at the boil for 28 hours so that the water formed is removed by azeotropic distillation. After cooling to a temperature of about 20° C., distilled water (250 cc) is added. The organic phase is decanted and washed with distilled water (50 cc); the aqueous phases are combined and neutralised by adding sodium bicarbonate (49 g). The mixture is extracted three... The solvent is C1(=CC=CC=C1)C (toluene). Conditions: temperature 20 celsius, time 10 minute. The reactants are C1CCOC1, CCC(C)Nc1cc(C(=O)OC)cc(S(=O)(=O)N(C)C)n1, [Li+], [OH-]. The product is CCC(C)Nc1cc(C(=O)O)cc(S(=O)(=O)N(C)C)n1. RXN SMILES: [CH2:24]1[O:25][CH2:26][CH2:27][CH2:28]1.[CH3:3][O:4][C:5]([c:6]1[cH:7][c:8]([NH:18][CH:19]([CH3:20])[CH2:21][CH3:22])[n:9][c:10]([S:12]([N:13]([CH3:14])[CH3:15])(=[O:16])=[O:17])[cH:11]1)=[O:23].[Li+:1].[OH-:2]>>[O:4]=[C:5]([c:6]1[cH:7][c:8]([NH:18][CH:19]([CH3:20])[CH2:21][CH3:22])[n:9][c:10]([S:12]([N:13]([CH3:14])[CH3:15])(=[O:16])=[O:17])[cH:11]1)[OH:23]. Reactants: BrCCO[Si](C)(C)C(C)(C)C ((2-bromoethoxy)-tert.-butyl-dimethyl silane), Cl (HCl), C(C)C=1C=C(C=C(C1O)C)C1=NN=C(S1)C1=CC(=C(S1)C=O)C (5-[5-(3-ethyl-4-hydroxy-5-methyl-phenyl)-[1,3,4]thiadiazol-2-yl]-3-methyl-thiophene-2-carbaldehyde), C(=O)([O-])[O-].[K+].[K+] (K2CO3), BrCCO[Si](C)(C)C(C)(C)C ((2-bromoethoxy)-tert.-butyl-dimethyl silane). The solvent is C(C)#N (acetonitrile). Run at time 16 hour. The product is C(C)C=1C=C(C=C(C1OCCO)C)C1=NN=C(S1)C1=CC(=C(S1)C=O)C (5-{5-[3-ethyl-4-(2-hydroxy-ethoxy)-5-methyl-phenyl]-[1,3,4]thiadiazol-2-yl}-3-methyl-thiophene-2-carbaldehyde). Isolated yield 54.1%. Reaction SMILES: [CH2:1]([C:3]1[CH:4]=[C:5]([C:11]2[S:15][C:14]([C:16]3[S:20][C:19]([CH:21]=[O:22])=[C:18]([CH3:23])[CH:17]=3)=[N:13][N:12]=2)[CH:6]=[C:7]([CH3:10])[C:8]=1[OH:9])[CH3:2].C([O-])([O-])=O.[K+].[K+].Br[CH2:31][CH2:32][O:33][Si](C(C)(C)C)(C)C.Cl>C(#N)C>[CH2:1]([C:3]1[CH:4]=[C:5]([C:11]2[S:15][C:14]([C:16]3[S:20][C:19]([CH:21]=[O:22])=[C:18]([CH3:23])[CH:17]=3)=[N:13][N:12]=2)[CH:6]=[C:7]([CH3:10])[C:8]=1[O:9][CH2:31][CH2:32][OH:33])[CH3:2] |f:1.2.3|. Procedure details: To a suspension of 5-[5-(3-ethyl-4-hydroxy-5-methyl-phenyl)-[1,3,4]thiadiazol-2-yl]-3-methyl-thiophene-2-carbaldehyde (54 mg, 157 μmol) and K2CO3 (65 mg, 470 μmol) in acetonitrile (10 mL), (2-bromoethoxy)-tert.-butyl-dimethyl silane (66 mg, 274 μmol) is added. The mixture is stirred at 70° C. for 2 h before another portion of (2-bromoethoxy)-tert.-butyl-dimethyl silane (66 mg, 274 μmol) is added. Stirring is continued at 60° C. for 16 h. The mixture is cooled to rt, acidified by adding 1 N aq. H...